From a dataset of the Open Reaction Database (ORD), a public repository of structured organic reaction records. describe an organic reaction: reactants, conditions, products, and yield The product is Cc1ccc(Nc2ccccn2)cc1. Reaction conditions: temperature 60 celsius, time 16 hour. Reactants: Cc1ccc(N)cc1, Brc1ccccn1. The reagents and catalysts are CCN=P(N=P(N(C)C)(N(C)C)N(C)C)(N(C)C)N(C)C (P2Et), CC(C)c1cc(C(C)C)c(-c2ccccc2P(C2CCCCC2)(C2CCCCC2)->[Pd]2(OS(=O)(=O)C(F)(F)F)<-Nc3ccccc3-c3ccccc32)c(C(C)C)c1 (XPhos). The yield is 21.5%. Reported procedure: These solutions were added to a 384-
well source plate (80 µL per well). The Mosquito HTS liquid handling robot was used to dose
each of these solutions (200 nL each) into a 1536-well plate. Solvent: CS(=O)C (DMSO), CS(=O)C (DMSO), CS(=O)C (DMSO), CS(=O)C (DMSO), CS(=O)C (DMSO).